Task: describe an organic reaction: reactants, conditions, products, and yield. Dataset: the Open Reaction Database (ORD), a public repository of structured organic reaction records Reactants: C(C)(=O)NC=1SC(=C(N1)C)C1=CC=C(S1)S(=O)(=O)Cl (5-[2-(acetylamino)-4-methyl-1,3-thiazol-5-yl]thiophene-2-sulfonyl chloride), C(C)(=O)NCCN (N-acetylethylene diamine), CCN(C(C)C)C(C)C (DIEA). The solvent is C(Cl)Cl.CN(C)C=O (DCM DMF). Reaction conditions: time 3 hour. Yields the product C(C)(=O)NCCNS(=O)(=O)C1=CC=C(S1)C1=C(N=C(S1)NC(C)=O)C (N-(5-{5-[(2-(acetylamino)ethyl)amino]sulfonyl-2-thienyl}-4-methyl-1,3-thiazol-2-yl)acetamide). RXN SMILES: [C:1]([NH:4][C:5]1[S:6][C:7]([C:11]2[S:15][C:14]([S:16](Cl)(=[O:18])=[O:17])=[CH:13][CH:12]=2)=[C:8]([CH3:10])[N:9]=1)(=[O:3])[CH3:2].[C:20]([NH:23][CH2:24][CH2:25][NH2:26])(=[O:22])[CH3:21].CCN(C(C)C)C(C)C>C(Cl)Cl.CN(C=O)C>[C:20]([NH:23][CH2:24][CH2:25][NH:26][S:16]([C:14]1[S:15][C:11]([C:7]2[S:6][C:5]([NH:4][C:1](=[O:3])[CH3:2])=[N:9][C:8]=2[CH3:10])=[CH:12][CH:13]=1)(=[O:18])=[O:17])(=[O:22])[CH3:21] |f:3.4|. Procedure: 5-[2-(acetylamino)-4-methyl-1,3-thiazol-5-yl]thiophene-2-sulfonyl chloride, prepared as in Step II of Example 1 (110 mg; 0.33 mmol; 1 eq), is dissolved in a mixture of DCM/DMF(1/1, 10 ml). N-acetylethylene diamine (168 mg; 1.65 mmol; 5 eq) and DIEA (0.17 ml; 0.98 mmol; 3 eq) are added. After 3 hours, the solvents are evaporated. The crude product is dissolved in DCM and washed with NH4Cl saturated solution, water and dried over MgSO4. After evaporation of the solvents, crude material is dissolve... Reactants: C(O)CN (ethanolamine), N1=C(C=CC=C1)C(=O)Cl (picolinic acid chloride). Solvent: CN(C=O)C (dimethylformamide), CN(C=O)C (dimethylformamide). Run at time 8 hour. Product: OCCNC(=O)C1=NC=CC=C1 (N-(2-Hydroxyethyl)pyridine-2-carboxamide). RXN SMILES: [CH2:1]([CH2:3][NH2:4])[OH:2].[N:5]1[CH:10]=[CH:9][CH:8]=[CH:7][C:6]=1[C:11](Cl)=[O:12]>CN(C)C=O>[OH:2][CH2:1][CH2:3][NH:4][C:11]([C:6]1[CH:7]=[CH:8][CH:9]=[CH:10][N:5]=1)=[O:12]. Procedure: 15.4 ml of ethanolamine were placed under argon with 30 ml of dimethylformamide and cooled to 0°-5°. A solution of 11.3 g of picolinic acid chloride in 100 ml of dimethylformamide was added dropwise thereto at 0°-10° and the mixture was stirred at room temperature overnight. The dimethylformamide was distilled off under reduced pressure. The residue was dissolved in methylene chloride and separated from the insoluble constituents, and thereafter chromatographed on silica gel; elution agent: meth...